From a dataset of the Open Reaction Database (ORD), a public repository of structured organic reaction records. describe an organic reaction: reactants, conditions, products, and yield Starting materials: CC1=CC=C(C(=S)N)C=C1 (4-methylthiobenzamide), ClC(C(=O)Cl)C1=CC=CC=C1 (2-chloro-2-phenylacetyl chloride). Yields the product CC1=CC=C(C=C1)C=1SC(=C(N1)O)C1=CC=CC=C1 (2-(4-Methylphenyl)-4-hydroxy-5-phenylthiazole). RXN SMILES: [CH3:1][C:2]1[CH:10]=[CH:9][C:5]([C:6]([NH2:8])=[S:7])=[CH:4][CH:3]=1.Cl[CH:12]([C:16]1[CH:21]=[CH:20][CH:19]=[CH:18][CH:17]=1)[C:13](Cl)=[O:14]>>[CH3:1][C:2]1[CH:10]=[CH:9][C:5]([C:6]2[S:7][C:12]([C:16]3[CH:21]=[CH:20][CH:19]=[CH:18][CH:17]=3)=[C:13]([OH:14])[N:8]=2)=[CH:4][CH:3]=1. Procedure: The title compound was prepared according to the method of Scheme II in a manner analogous to Example 31 except 4-methylthiobenzamide was used instead of thiobenzamide and 2-chloro-2-phenylacetyl chloride was used instead of 2-bromopropionate. Reactants: C(C)(C)N(CC)C(C)C (diisopropylethylamine), C(C1=CC=CC=C1)SC=1C=C(C=CC1)NC#N (3-(benzylthio)phenylcyanamide), CI (methyl iodide). The solvent is C(C)#N (acetonitrile). Reaction conditions: temperature 82.5 celsius. Yields the product C(C1=CC=CC=C1)SC=1C=C(C=CC1)N(C#N)C (3-(benzylthio)phenyl-N-methylcyanamide). The yield is 80.0%. RXN SMILES: [CH2:1]([S:8][C:9]1[CH:10]=[C:11]([NH:15][C:16]#[N:17])[CH:12]=[CH:13][CH:14]=1)[C:2]1[CH:7]=[CH:6][CH:5]=[CH:4][CH:3]=1.[CH:18](N(C(C)C)CC)(C)C.CI>C(#N)C>[CH2:1]([S:8][C:9]1[CH:10]=[C:11]([N:15]([CH3:18])[C:16]#[N:17])[CH:12]=[CH:13][CH:14]=1)[C:2]1[CH:3]=[CH:4][CH:5]=[CH:6][CH:7]=1. Procedure: To a solution of 3-(benzylthio)phenylcyanamide (0.80 g, 3.33 mmol) dissolved in acetonitrile (8 mL) was added diisopropylethylamine (0.65 g, 5.0 mmol), followed by addition of methyl iodide (0.94 g, 6.66 mmol). The reaction mixture was refluxed at 80-85° C. for 3 hours. After removal of solvents the residue was taken by dichloromethane (40 ml) and the organic solution was washed by water (40 ml). After dried over MgSO4 and filtered, dichloromethane solution was then concentrated in vacuo to affo... The reactants are CCOCCO, CC(C)(C)[O-], Nc1nc(Cl)nc2c1ncn2C1CCCCO1, [K+]. Product: CCOCCOc1nc(N)c2ncn(C3CCCCO3)c2n1. RXN SMILES: [CH2:24]([CH3:25])[O:26][CH2:27][CH2:28][OH:29].[CH3:1][C:2]([CH3:3])([O-:4])[CH3:5].[Cl:7][c:8]1[n:9][c:10]([NH2:23])[c:11]2[n:12][cH:13][n:14]([CH:17]3[O:18][CH2:19][CH2:20][CH2:21][CH2:22]3)[c:15]2[n:16]1.[K+:6]>>[c:8]1([O:29][CH2:28][CH2:27][O:26][CH2:24][CH3:25])[n:9][c:10]([NH2:23])[c:11]2[n:12][cH:13][n:14]([CH:17]3[O:18][CH2:19][CH2:20][CH2:21][CH2:22]3)[c:15]2[n:16]1. The reactants are C1(C=2C(C(N1CCCCNC1COC3=CC=CC(=C3C1)OC)=O)=CC=CC2)=O (3-[N-(4-phthalimidobutyl)amino]-5-methoxychroman), COC1=C2CC(COC2=CC=C1)NCCCCN1C(CC(CC1=O)(C)C)=O (5-Methoxy-3-{N-[4-(4,4-dimethyl-2,6-dioxo-1-piperidyl)butyl]amino}chroman). Yields the product COC1=C2CC(COC2=CC=C1)N(CCCCN1C(CC(CC1=O)(C)C)=O)CCC (5-Methoxy-3-{N-propyl-N[4-(4,4-dimethyl-2,6-dioxo-1-piperidyl)butyl]amino}chroman). Isolated yield 77.0%. As a reaction SMILES: [C:1]1(=O)N(CCCCNC2CC3C(=CC=CC=3OC)OC2)C(=O)C2=CC=C[CH:27]=[C:2]12.[CH3:29][O:30][C:31]1[CH:40]=[CH:39][CH:38]=[C:37]2[C:32]=1[CH2:33][CH:34]([NH:41][CH2:42][CH2:43][CH2:44][CH2:45][N:46]1[C:51](=[O:52])[CH2:50][C:49]([CH3:54])([CH3:53])[CH2:48][C:47]1=[O:55])[CH2:35][O:36]2>>[CH3:29][O:30][C:31]1[CH:40]=[CH:39][CH:38]=[C:37]2[C:32]=1[CH2:33][CH:34]([N:41]([CH2:1][CH2:2][CH3:27])[CH2:42][CH2:43][CH2:44][CH2:45][N:46]1[C:47](=[O:55])[CH2:48][C:49]([CH3:53])([CH3:54])[CH2:50][C:51]1=[O:52])[CH2:35][O:36]2. Procedure: Using the procedure described in Example 2, but replacing the compound of Example 1 by the compound of Example 16, the expected product is obtained. Reactants: CCOC(=O)C (EtOAc), CO (MeOH), ester, [OH-].[Na+] (NaOH), C1CCOC1.CO (THF MeOH). Yields the product AcOH-, C(\C=C\CCCC)(=O)O ((E)-heptenoic acid). Yield: 25.0%. RXN SMILES: [OH-].[Na+].CC[O:5][C:6]([CH3:8])=[O:7].[CH3:9]O.[CH2:11]1[CH2:15]O[CH2:13][CH2:12]1.CO>>[C:6]([OH:5])(=[O:7])/[CH:8]=[CH:13]/[CH2:12][CH2:11][CH2:15][CH3:9] |f:0.1,4.5|. Reported procedure: To a cooled (0° C.) solution of 293.6 mg (0.74 mmol) of the pyridyl ketone and 670.4 mg (1.48 mmol) of (5-carboxypentyl)-triphenylphosphonium bromide in 2.5 mL of THF was added dropwise 2.95 mL (2.95 mmol) of 1.0 M t-BuOK in THF over 10 min period. The dark brown solution was stirred at 0° C. for 1.5 h, and then the reaction was quenched with 20 mL of saturated aqueous NH4Cl . The mixture was extracted with 3×50 mL of CH2Cl2. The combined extract was dried over MgSO4, concentrated and purified b... The product is C(C)NCCN1C2=C(SCC1)C=CC(=C2)NC(=N)C=2SC=CC2 (N-(4-(2-(Ethylamino)ethyl)-3,4-dihydro-2H-benzo[b][1,4]thiazin-6-yl)thiophene-2-carboximidamide). Conditions: temperature 90 celsius, time 30 minute. Reported procedure: To a stirred suspension of tert-butyl ethyl(2-(6-(thiophene-2-carboximidamido)-2H-benzo[b][1,4]thiazin-4(3H)-yl)ethyl)carbamate (410 mg, 0.918 mmol) in methanol (6 mL) was added a 3N HCl solution (3.06 mL, 9.18 mmol). The resulting mixture was stirred at 90° C. for 30 minutes The mixture was then passed through a 0.45 μM syringe filter, and the filtrate was concentrated in vacuo to dry foam. The residue was then partitioned between 1:1 water:saturated sodium carbonate and dichloromethane. The or... The solvent is CO (methanol). RXN SMILES: [CH2:1]([N:3]([CH2:11][CH2:12][N:13]1[CH2:18][CH2:17][S:16][C:15]2[CH:19]=[CH:20][C:21]([NH:23][C:24]([C:26]3[S:27][CH:28]=[CH:29][CH:30]=3)=[NH:25])=[CH:22][C:14]1=2)C(=O)OC(C)(C)C)[CH3:2].Cl>CO>[CH2:1]([NH:3][CH2:11][CH2:12][N:13]1[CH2:18][CH2:17][S:16][C:15]2[CH:19]=[CH:20][C:21]([NH:23][C:24]([C:26]3[S:27][CH:28]=[CH:29][CH:30]=3)=[NH:25])=[CH:22][C:14]1=2)[CH3:2]. Reactants: C(C)N(C(OC(C)(C)C)=O)CCN1C2=C(SCC1)C=CC(=C2)NC(=N)C=2SC=CC2 (tert-butyl ethyl(2-(6-(thiophene-2-carboximidamido)-2H-benzo[b][1,4]thiazin-4(3H)-yl)ethyl)carbamate), Cl (HCl). Starting materials: CN(C(=O)OC(C)(C)C)c1cccc(-n2c(=O)[nH]c3c(N(Cc4ccccc4)Cc4ccccc4)ncnc32)c1, CO, Cl. Product: CN(C(=O)OC(C)(C)C)c1cccc(-n2c(=O)[nH]c3c(N)ncnc32)c1. RXN SMILES: [CH2:1]([N:8]([CH2:2][c:3]1[cH:4][cH:5][cH:6][cH:7][cH:34]1)[c:9]1[c:10]2[nH:11][c:12](=[O:33])[n:13](-[c:18]3[cH:19][c:20]([N:24]([C:25]([O:26][C:27]([CH3:28])([CH3:29])[CH3:30])=[O:31])[CH3:32])[cH:21][cH:22][cH:23]3)[c:14]2[n:15][cH:16][n:17]1)[c:35]1[cH:36][cH:37][cH:38][cH:39][cH:40]1.[CH3:42][OH:43].[ClH:41]>>[NH2:8][c:9]1[c:10]2[nH:11][c:12](=[O:33])[n:13](-[c:18]3[cH:19][c:20]([N:24]([C:25]([O:26][C:27]([CH3:28])([CH3:29])[CH3:30])=[O:31])[CH3:32])[cH:21][cH:22][cH:23]3)[c:14]2[n:15][cH:16][n:17]1. The reactants are C=CCCl, C1CCOC1, O=C(O)C1CCCCC1. Yields the product C=CCC1(C(=O)O)CCCCC1. As a reaction SMILES: [CH2:10]([CH:11]=[CH2:12])[Cl:13].[CH2:14]1[O:15][CH2:16][CH2:17][CH2:18]1.[CH:1]1([C:7](=[O:8])[OH:9])[CH2:2][CH2:3][CH2:4][CH2:5][CH2:6]1>>[C:1]1([C:7](=[O:8])[OH:9])([CH2:12][CH:11]=[CH2:10])[CH2:2][CH2:3][CH2:4][CH2:5][CH2:6]1. The reactants are [H-].[Na+] (Sodium hydride), C(CCCCCCCCCCCCCCC)OCC(OCCCCCCCCCCCCCCCC)CO (1,2-di-O-(n-hexadecyl)-glycerol), C(C=C)Br (Allyl bromide). The solvent is O (water), CN(C=O)C (N,N-dimethylformamide). Reaction conditions: temperature 60 celsius, time 20 minute. The product is C(CCCCCCCCCCCCCCC)OCC(OCCCCCCCCCCCCCCCC)COCC=C (1,2-Di-O-(n-hexadecyl)-3-O-allyl-glycerol). The yield is 93.0%. RXN SMILES: [H-].[Na+].[CH2:3]([O:19][CH2:20][CH:21]([CH2:39][OH:40])[O:22][CH2:23][CH2:24][CH2:25][CH2:26][CH2:27][CH2:28][CH2:29][CH2:30][CH2:31][CH2:32][CH2:33][CH2:34][CH2:35][CH2:36][CH2:37][CH3:38])[CH2:4][CH2:5][CH2:6][CH2:7][CH2:8][CH2:9][CH2:10][CH2:11][CH2:12][CH2:13][CH2:14][CH2:15][CH2:16][CH2:17][CH3:18].[CH2:41](Br)[CH:42]=[CH2:43]>CN(C)C=O.O>[CH2:3]([O:19][CH2:20][CH:21]([CH2:39][O:40][CH2:43][CH:42]=[CH2:41])[O:22][CH2:23][CH2:24][CH2:25][CH2:26][CH2:27][CH2:28][CH2:29][CH2:30][CH2:31][CH2:32][CH2:33][CH2:34][CH2:35][CH2:36][CH2:37][CH3:38])[CH2:4][CH2:5][CH2:6][CH2:7][CH2:8][CH2:9][CH2:10][CH2:11][CH2:12][CH2:13][CH2:14][CH2:15][CH2:16][CH2:17][CH3:18] |f:0.1|. Reported procedure: Sodium hydride (1.78 g. of 50 wt. % dispersion in mineral oil, 37 mmoles) was added at 60° C. to a solution of 1,2-di-O-(n-hexadecyl)-glycerol (10 g., 18.5 mmoles) in N,N-dimethylformamide (100 ml.), and the resulting solution stirred for 20 minutes at 60° C. Allyl bromide (4.47 g., 37 mmoles) was then added dropwise and the resulting mixture stirred for 3 hours at 90° C., cooled, cautiosly diluted with water (200 ml.) to quench the reaction, and extracted with ether (3×150 ml.). The combined et...